From a dataset of the Open Reaction Database (ORD), a public repository of structured organic reaction records. describe an organic reaction: reactants, conditions, products, and yield Starting materials: BrCC(C(C(=O)Cl)=NOC)=O (4-bromo-2-methoxyimino-3-oxobutyryl chloride), N[C@H]1[C@@H]2N(C(=C(CS2)CSC2=NN=NN2C)C(=O)O)C1=O (7β-amino-3-(1-methyl-1H-tetrazol-5-yl)thiomethyl-3-cephem-4-carboxylic acid), C(O)([O-])=O.[Na+] (sodium hydrogen carbonate), NC(=S)N (thiourea), C([O-])([O-])=O.[Na+].[Na+] (sodium carbonate). Run in O1CCCC1 (tetrahydrofuran), O (water), O1CCCC1 (tetrahydrofuran), O (water). Conditions: time 5 minute. The product is NC=1SC=C(N1)/C(/C(=O)N[C@H]1[C@@H]2N(C(=C(CS2)CSC2=NN=NN2C)C(=O)[O-])C1=O)=N/OC.[Na+] (sodium 7β-[2-(2-aminothiazol-4-yl)-(Z)-2-methoxyiminoacetamido]-3-(1-methyl-1H-tetrazol-5-yl)thiomethyl-3-cephem-4-carboxylate). Isolated yield 88.2%. RXN SMILES: [NH2:1][C@@H:2]1[C:20](=[O:21])[N:4]2[C:5]([C:17]([OH:19])=[O:18])=[C:6]([CH2:9][S:10][C:11]3[N:15]([CH3:16])[N:14]=[N:13][N:12]=3)[CH2:7][S:8][C@H:3]12.C(=O)([O-])O.[Na+:26].Br[CH2:28][C:29](=O)[C:30](=[N:34][O:35][CH3:36])[C:31](Cl)=[O:32].[NH2:38][C:39]([NH2:41])=[S:40].C(=O)([O-])[O-].[Na+].[Na+]>O1CCCC1.O>[NH2:41][C:39]1[S:40][CH:28]=[C:29](/[C:30](=[N:34]/[O:35][CH3:36])/[C:31]([NH:1][C@@H:2]2[C:20](=[O:21])[N:4]3[C:5]([C:17]([O-:19])=[O:18])=[C:6]([CH2:9][S:10][C:11]4[N:15]([CH3:16])[N:14]=[N:13][N:12]=4)[CH2:7][S:8][C@H:3]23)=[O:32])[N:38]=1.[Na+:26] |f:1.2,5.6.7,10.11|. Procedure: In a solvent mixture of 50 ml water and 35 ml tetrahydrofuran were dissolved 1.64 g of 7β-amino-3-(1-methyl-1H-tetrazol-5-yl)thiomethyl-3-cephem-4-carboxylic acid and 1.68 g of sodium hydrogen carbonate. To this solution was added a solution of 2.1 g 4-bromo-2-methoxyimino-3-oxobutyryl chloride in 15 ml tetrahydrofuran and the mixture was stirred at 20°-25° C. for 5 minutes. Then, a solution of 1.52 g thiourea in 20 ml water was added thereto and the mixture was stirred at the same temperature f... Reactants: C(C(=O)Cl)(=O)Cl (Oxalyl chloride), BrC=1C=C2C=CNC2=CC1 (5-bromoindole), CNCC1=CC=CC=C1 (N-methylbenzylamine). The solvent is O1CCCC1 (tetrahydrofuran), O1CCCC1 (tetrahydrofuran). Conditions: time 2 hour. Product: C(C1=CC=CC=C1)N(C(C(=O)C1=CNC2=CC=C(C=C12)Br)=O)C (N-Benzyl-N-methyl-5-bromo-3-indolylglyoxylamide). Yield: 75.6%. RXN SMILES: [C:1](Cl)(=[O:5])[C:2](Cl)=[O:3].[Br:7][C:8]1[CH:9]=[C:10]2[C:14](=[CH:15][CH:16]=1)[NH:13][CH:12]=[CH:11]2.[CH3:17][NH:18][CH2:19][C:20]1[CH:25]=[CH:24][CH:23]=[CH:22][CH:21]=1>O1CCCC1>[CH2:19]([N:18]([CH3:17])[C:1](=[O:5])[C:2]([C:11]1[C:10]2[C:14](=[CH:15][CH:16]=[C:8]([Br:7])[CH:9]=2)[NH:13][CH:12]=1)=[O:3])[C:20]1[CH:25]=[CH:24][CH:23]=[CH:22][CH:21]=1. Reported procedure: Oxalyl chloride (2.24 ml, 25 mmol) was added dropwise to a stirred solution of 5-bromoindole (5.0 g, 25 mmol) in anhydrous tetrahydrofuran (60 ml) under nitrogen at room temperature. After 2 hours the reaction mixture was ice-cooled and a solution of N-methylbenzylamine (10.8 g, 89 mmol) in anhydrous tetrahydrofuran (15 ml) added dropwise, then the resulting mixture was stirred for a further 2 hours at 0°-5° C. and partitioned between ethyl acetate and 2M hydrochloric acid. The organic phase was... Starting materials: Cc1ccc(CC(C#Cc2ccc(CNCCC(=O)OC(C)(C)C)cc2)c2cccc(Cl)c2)cc1C, ClCCl, O=C(O)C(F)(F)F. Yields the product Cc1ccc(CC(C#Cc2ccc(CNCCC(=O)O)cc2)c2cccc(Cl)c2)cc1C. RXN SMILES: [Cl:1][c:2]1[cH:3][c:4]([CH:8]([C:9]#[C:10][c:11]2[cH:12][cH:13][c:14]([CH2:15][NH:16][CH2:17][CH2:18][C:19](=[O:20])[O:21][C:22]([CH3:23])([CH3:24])[CH3:25])[cH:26][cH:27]2)[CH2:28][c:29]2[cH:30][c:31]([CH3:36])[c:32]([CH3:35])[cH:33][cH:34]2)[cH:5][cH:6][cH:7]1.[Cl:44][CH2:45][Cl:46].[F:37][C:38]([F:39])([F:40])[C:41]([OH:42])=[O:43]>>[Cl:1][c:2]1[cH:3][c:4]([CH:8]([C:9]#[C:10][c:11]2[cH:12][cH:13][c:14]([CH2:15][NH:16][CH2:17][CH2:18][C:19](=[O:20])[OH:21])[cH:26][cH:27]2)[CH2:28][c:29]2[cH:30][c:31]([CH3:36])[c:32]([CH3:35])[cH:33][cH:34]2)[cH:5][cH:6][cH:7]1. Starting materials: [N+](=O)([O-])[O-].[K+] (KNO3), [N+](=O)([O-])C1=C2CCC(C2=CC=C1)=O (4-nitro-1-indanone), C1(CCC2=CC=CC=C12)=O (1-indanone), 6-nitro- and 4-nitro-1-indanone. The solvent is OS(=O)(=O)O (H2SO4), OS(=O)(=O)O (H2SO4). Run at time 1 hour. The product is [N+](=O)([O-])C1=CC=C2CCC(C2=C1)=O (6-nitro-1-indanone). RXN SMILES: [C:1]1(=[O:10])[C:9]2[C:4](=[CH:5][CH:6]=[CH:7][CH:8]=2)[CH2:3][CH2:2]1.[N+:11]([O-])([O-:13])=[O:12].[K+].[N+](C1C=CC=C2C=1CCC2=O)([O-])=O>OS(O)(=O)=O>[N+:11]([C:7]1[CH:8]=[C:9]2[C:4]([CH2:3][CH2:2][C:1]2=[O:10])=[CH:5][CH:6]=1)([O-:13])=[O:12] |f:1.2|. Procedure: A solution of concentrated H2SO4 at 0° C. was treated with 1-indanone (6.00 g, 45.4 mmol) then treated dropwise with KNO3 (5.00 g, 49.94 mmol) in concentrated H2SO4 while maintaining the internal temperature at no more than 15° C. The reaction was stirred for 1 hour after the addition was complete, then poured onto ice. The resulting solids were collected by filtration, washed with water, and dried under vacuum to give a 4:1 mixture of 6-nitro- and 4-nitro-1-indanone (5.04 g, 63%). MS (ESI(+) m/... RXN SMILES: [CH3:34][OH:35].[F:1][c:2]1[c:3]([NH:15][C:16](=[O:17])[CH:18]2[CH:19]([C:27](=[O:28])[OH:29])[CH:20]2[c:21]2[cH:22][cH:23][cH:24][cH:25][cH:26]2)[cH:4][cH:5][c:6](-[n:8]2[c:9](=[O:14])[cH:10][cH:11][cH:12][cH:13]2)[cH:7]1.[S:30]([Cl:31])([Cl:32])=[O:33]>>[F:1][c:2]1[c:3]([NH:15][C:16](=[O:17])[CH:18]2[CH:19]([C:27]([O:28][CH3:34])=[O:29])[CH:20]2[c:21]2[cH:22][cH:23][cH:24][cH:25][cH:26]2)[cH:4][cH:5][c:6](-[n:8]2[c:9](=[O:14])[cH:10][cH:11][cH:12][cH:13]2)[cH:7]1. Yields the product COC(=O)C1C(C(=O)Nc2ccc(-n3ccccc3=O)cc2F)C1c1ccccc1. The reactants are CO, O=C(O)C1C(C(=O)Nc2ccc(-n3ccccc3=O)cc2F)C1c1ccccc1, O=S(Cl)Cl. Starting materials: OBO, O=Cc1ccccc1, CN1C(=O)CN=C(Cl)c2cc(-c3ccccc3)ccc21, [K+], [K+], [K+], CN(C)C=O, O, O=P([O-])([O-])[O-], c1ccc(P(c2ccccc2)(c2ccccc2)[Pd](P(c2ccccc2)(c2ccccc2)c2ccccc2)(P(c2ccccc2)(c2ccccc2)c2ccccc2)P(c2ccccc2)(c2ccccc2)c2ccccc2)cc1. The product is CN1C(=O)CN=C(c2cccc(C=O)c2)c2cc(-c3ccccc3)ccc21. Reaction SMILES: [BH:26]([OH:27])[OH:28].[CH:29](=[O:30])[c:31]1[cH:32][cH:33][cH:34][cH:35][cH:36]1.[Cl:6][C:7]1=[N:13][CH2:12][C:11](=[O:14])[N:10]([CH3:15])[c:9]2[c:8]1[cH:19][c:18](-[c:20]1[cH:21][cH:22][cH:23][cH:24][cH:25]1)[cH:17][cH:16]2.[K+:42].[K+:43].[K+:44].[O:1]=[CH:2][N:3]([CH3:4])[CH3:5].[OH2:45].[P:37]([O-:38])([O-:39])([O-:40])=[O:41].[cH:46]1[cH:47][cH:48][c:49]([P:50]([Pd:51]([P:52]([c:53]2[cH:54][cH:55][cH:56][cH:57][cH:58]2)([c:59]2[cH:60][cH:61][cH:62][cH:63][cH:64]2)[c:65]2[cH:66][cH:67][cH:68][cH:69][cH:70]2)([P:71]([c:72]2[cH:73][cH:74][cH:75][cH:76][cH:77]2)([c:78]2[cH:79][cH:80][cH:81][cH:82][cH:83]2)[c:84]2[cH:85][cH:86][cH:87][cH:88][cH:89]2)[P:90]([c:91]2[cH:92][cH:93][cH:94][cH:95][cH:96]2)([c:97]2[cH:98][cH:99][cH:100][cH:101][cH:102]2)[c:103]2[cH:104][cH:105][cH:106][cH:107][cH:108]2)([c:109]2[cH:110][cH:111][cH:112][cH:113][cH:114]2)[c:115]2[cH:116][cH:117][cH:118][cH:119][cH:120]2)[cH:121][cH:122]1>>[C:7]1([c:35]2[cH:34][cH:33][cH:32][c:31]([CH:29]=[O:30])[cH:36]2)=[N:13][CH2:12][C:11](=[O:14])[N:10]([CH3:15])[c:9]2[c:8]1[cH:19][c:18](-[c:20]1[cH:21][cH:22][cH:23][cH:24][cH:25]1)[cH:17][cH:16]2.